From a dataset of the Open Reaction Database (ORD), a public repository of structured organic reaction records. describe an organic reaction: reactants, conditions, products, and yield The reactants are C(CCC)C=1N(C(=C(N1)CO)C(=O)OC)CC1=CC=C(C=C1)C1=C(C=CC=C1)C1=NN=NN1 (methyl 2-butyl-4-hydroxymethyl-1-{4-[2-(tetrazol-5-yl)phenyl]phenyl}methylimidazole-5-carboxylate), aqueous solution, [OH-].[Na+] (sodium hydroxide). Yields the product C(CCC)C=1N(C(=C(N1)CO)C(=O)O)CC1=CC=C(C=C1)C1=C(C=CC=C1)C1=NN=NN1 (2-Butyl-4-hydroxymethyl-1-{4-[2-(tetrazol-5-yl)phenyl]phenyl}methylimidazole-5-carboxylic acid). Isolated yield 32.7%. Reaction SMILES: [CH2:1]([C:5]1[N:6]([CH2:16][C:17]2[CH:22]=[CH:21][C:20]([C:23]3[CH:28]=[CH:27][CH:26]=[CH:25][C:24]=3[C:29]3[NH:33][N:32]=[N:31][N:30]=3)=[CH:19][CH:18]=2)[C:7]([C:12]([O:14]C)=[O:13])=[C:8]([CH2:10][OH:11])[N:9]=1)[CH2:2][CH2:3][CH3:4].[OH-].[Na+]>>[CH2:1]([C:5]1[N:6]([CH2:16][C:17]2[CH:22]=[CH:21][C:20]([C:23]3[CH:28]=[CH:27][CH:26]=[CH:25][C:24]=3[C:29]3[NH:33][N:32]=[N:31][N:30]=3)=[CH:19][CH:18]=2)[C:7]([C:12]([OH:14])=[O:13])=[C:8]([CH2:10][OH:11])[N:9]=1)[CH2:2][CH2:3][CH3:4] |f:1.2|. Procedure details: Following a procedure similar to that described in Example 36, but using 0.30 g of methyl 2-butyl-4-hydroxymethyl-1-{4-[2-(tetrazol-5-yl)phenyl]phenyl}methylimidazole-5-carboxylate [prepared as described in Example 38(c)] and 2.50 ml of a 1N aqueous solution of sodium hydroxide, 95 mg of the title compound were obtained as crystals, melting at 215°-217° C. Starting materials: ClC1=NC=NC=2CCN(CCC21)C(=O)OC(C)(C)C (tert-butyl 4-chloro-5,6,8,9-tetrahydro-7H-pyrimido[4,5-d]azepine-7-carboxylate), Cl (HCl). Run in C(Cl)Cl (DCM), O1CCOCC1 (dioxane). Run at time 4 hour. The product is ClC1=NC=NC=2CCNCCC21 (4-chloro-6,7,8,9-tetrahydro-5H-pyrimido[4,5-d]azepine). RXN SMILES: [Cl:1][C:2]1[C:12]2[CH2:11][CH2:10][N:9](C(OC(C)(C)C)=O)[CH2:8][CH2:7][C:6]=2[N:5]=[CH:4][N:3]=1.Cl>C(Cl)Cl.O1CCOCC1>[Cl:1][C:2]1[C:12]2[CH2:11][CH2:10][NH:9][CH2:8][CH2:7][C:6]=2[N:5]=[CH:4][N:3]=1. Procedure: To a solution of tert-butyl 4-chloro-5,6,8,9-tetrahydro-7H-pyrimido[4,5-d]azepine-7-carboxylate (2.0 g, 7.1 mmol) in DCM, a solution of 4N HCl in dioxane (10 mL) is added. The mixture is stirred for 4 hr at rt. The solvent is removed under vacuum to give the title compound (dichloride salt) as a white solid. The reactants are C([O-])([O-])=O.[Na+].[Na+] (sodium carbonate), Cl.C(C1=CN=CC=C1)Cl (Nicotinyl chloride hydrochloride), C(C)C1(COC1)CO (3-ethyl-3-hydroxymethyloxetane), N1=CC=CC=C1 (pyridine). The solvent is ClCCl (dichloromethane). Reaction conditions: time 4 day. The product is N1=CC(=CC=C1)C(=O)OCC1(COC1)CC ((3-Ethyloxetan-3-yl)methyl 3-pyridinecarboxylate). Reaction SMILES: Cl.[CH2:2](Cl)[C:3]1[CH:8]=[CH:7][CH:6]=[N:5][CH:4]=1.[CH2:10]([C:12]1([CH2:16][OH:17])[CH2:15][O:14][CH2:13]1)[CH3:11].N1C=CC=CC=1.C(=O)([O-])[O-:25].[Na+].[Na+]>ClCCl>[N:5]1[CH:6]=[CH:7][CH:8]=[C:3]([C:2]([O:17][CH2:16][C:12]2([CH2:10][CH3:11])[CH2:15][O:14][CH2:13]2)=[O:25])[CH:4]=1 |f:0.1,4.5.6|. Reported procedure: Nicotinyl chloride hydrochloride (8.9 gm.) was added to a stirred solution of 3-ethyl-3-hydroxymethyloxetane (5.8 gm.) and dry pyridine (20 ml.) in dry dichloromethane (150 ml.) at 0°. The mixture was stirred at room temperature for 4 days and poured into aqueous sodium carbonate solution. The aqueous mixture was extracted with dichloromethane. The extracts were washed with water and dried over anhydrous magnesium sulphate. The solvent was removed in vacuo. The residue was purified by chromatogr... Starting materials: resultant mixture, O (H2O), COC=1C=C(C=CC1[N+](=O)[O-])N1CCN(CC1)C1CCNCC1 (1-[3-(methyloxy)-4-nitrophenyl]-4-(4-piperidinyl)piperazine), C(=O)([O-])[O-].[Na+].[Na+] (Na2CO3), IC(C)F (iodofluoroethane). Run in C(C)#N (acetonitrile). The product is FCCN1CCC(CC1)N1CCN(CC1)C1=CC(=C(C=C1)[N+](=O)[O-])OC (1-[1-(2-fluoroethyl)-4-piperidinyl]-4-[3-(methyloxy)-4-nitrophenyl]piperazine). Isolated yield 88.0%. Reaction SMILES: [CH3:1][O:2][C:3]1[CH:4]=[C:5]([N:12]2[CH2:17][CH2:16][N:15]([CH:18]3[CH2:23][CH2:22][NH:21][CH2:20][CH2:19]3)[CH2:14][CH2:13]2)[CH:6]=[CH:7][C:8]=1[N+:9]([O-:11])=[O:10].C([O-])([O-])=O.[Na+].[Na+].I[CH:31]([F:33])[CH3:32].O>C(#N)C>[F:33][CH2:31][CH2:32][N:21]1[CH2:22][CH2:23][CH:18]([N:15]2[CH2:14][CH2:13][N:12]([C:5]3[CH:6]=[CH:7][C:8]([N+:9]([O-:11])=[O:10])=[C:3]([O:2][CH3:1])[CH:4]=3)[CH2:17][CH2:16]2)[CH2:19][CH2:20]1 |f:1.2.3|. Procedure details: To 1-[3-(methyloxy)-4-nitrophenyl]-4-(4-piperidinyl)piperazine (Example 89, step D) (0.958 g, 2.99 mmol) and Na2CO3 (0.470 g, 4.43 mmol) in acetonitrile (20 mL) was added iodofluoroethane (0.500 mL, 6.15 mmol) in one portion. The resultant mixture was heated at 70° C. for 48 h. When complete by TLC, the reaction was poured into H2O (150 mL), extracted with DCM and EtOAc, dried (MgSO4) and concentrated. Purification by flash chromatography provided the title compound of step A (0.972 g, 2.63 mmol... The reactants are FC1=CC=C(C=2NCCOC21)[N+](=O)[O-] (8-fluoro-5-nitro-3,4-dihydro-2H-benzo[1,4]oxazine). Reagents/catalysts: [Pd] (Pd/C). Run in CCOC(=O)C (EtOAc), IMS. Reaction conditions: time 18 hour. The product is FC1=CC=C(C=2NCCOC21)N (8-Fluoro-3,4-dihydro-2H-benzo[1,4]oxazin-5-ylamine). Yield: 98.8%. As a reaction SMILES: [F:1][C:2]1[C:11]2[O:10][CH2:9][CH2:8][NH:7][C:6]=2[C:5]([N+:12]([O-])=O)=[CH:4][CH:3]=1>CCOC(C)=O.[Pd]>[F:1][C:2]1[C:11]2[O:10][CH2:9][CH2:8][NH:7][C:6]=2[C:5]([NH2:12])=[CH:4][CH:3]=1. Reported procedure: To a solution of 8-fluoro-5-nitro-3,4-dihydro-2H-benzo[1,4]oxazine (290 mg, 1.463 mmol) in EtOAc (15 mL) was added a slurry of 10% Pd/C (50 mg) in IMS (2 mL) and the reaction mixture was stirred at RT under a hydrogen atmosphere for 18 h. The suspension was then filtered through a pad of Celite® and the filtrate was concentrated in vacuo affording the title compound as purple oil (243 mg, 99%).